Dataset: the Open Reaction Database (ORD), a public repository of structured organic reaction records. Task: describe an organic reaction: reactants, conditions, products, and yield Run at temperature 0 celsius. Reported procedure: 4-chloro-3-(methylsulfonyl)benzoic acid (Enamine, 500 mg; 2.13 mmol; 1 eq.) was dissolved in MeOH (10 mL) The solution was cooled down to 0° C. Thionyl chloride (0.62 mL; 8.52 mmol; 4 eq.) was added dropwise. Reactants: ClC1=C(C=C(C(=O)O)C=C1)S(=O)(=O)C (4-chloro-3-(methylsulfonyl)benzoic acid), CO (MeOH), S(=O)(Cl)Cl (Thionyl chloride). Yields the product ClC1=C(C=C(C(=O)OC)C=C1)S(=O)(=O)C (methyl 4-chloro-3-(methylsulfonyl)benzoate). RXN SMILES: [Cl:1][C:2]1[CH:10]=[CH:9][C:5]([C:6]([OH:8])=[O:7])=[CH:4][C:3]=1[S:11]([CH3:14])(=[O:13])=[O:12].S(Cl)(Cl)=O.[CH3:19]O>>[Cl:1][C:2]1[CH:10]=[CH:9][C:5]([C:6]([O:8][CH3:19])=[O:7])=[CH:4][C:3]=1[S:11]([CH3:14])(=[O:12])=[O:13]. The reactants are C(C)(=O)O[C@@H]1[C@H]([C@@H](O[C@@H]([C@H]1OC(C)=O)COC(C)=O)O[C@H]1[C@H](OCC=C)O[C@H]([C@@H]([C@H]1OCC1=CC=CC=C1)OCC1=CC=CC=C1)C)NC(C(Cl)(Cl)Cl)=O (Allyl (3,4,6-tri-O-acetyl-2-deoxy-2-trichloroacetamido-β-D-glucopyranosyl)-(1→2)-3,4-di-O-benzyl-α-L-rhamnopyranoside), 1,5-Cyclooctadiene-bis(methyldiphenylphosphine)iridium hexafluorophosphate, Mercuric bromide, mercuric oxide. The solvent is O1CCCC1 (tetrahydrofuran), O1CCCC1 (tetrahydrofuran). Reaction conditions: time 8 hour. The product is C(C)(=O)O[C@@H]1[C@H]([C@@H](O[C@@H]([C@H]1OC(C)=O)COC(C)=O)O[C@H]1[C@H](O)O[C@H]([C@@H]([C@H]1OCC1=CC=CC=C1)OCC1=CC=CC=C1)C)NC(C(Cl)(Cl)Cl)=O ((3,4,6-tri-O-acetyl-2-deoxy-2-trichloroacetamido-β-D-glucopyranosyl)-(1→2)-3,4-di-O-benzyl-α-L-rhamnopyranose). The yield is 83.1%. RXN SMILES: [C:1]([O:4][C@H:5]1[C@H:10]([O:11][C:12](=[O:14])[CH3:13])[C@@H:9]([CH2:15][O:16][C:17](=[O:19])[CH3:18])[O:8][C@@H:7]([O:20][C@@H:21]2[C@H:30]([O:31][CH2:32][C:33]3[CH:38]=[CH:37][CH:36]=[CH:35][CH:34]=3)[C@@H:29]([O:39][CH2:40][C:41]3[CH:46]=[CH:45][CH:44]=[CH:43][CH:42]=3)[C@H:28]([CH3:47])[O:27][C@H:22]2[O:23]CC=C)[C@@H:6]1[NH:48][C:49](=[O:54])[C:50]([Cl:53])([Cl:52])[Cl:51])(=[O:3])[CH3:2]>O1CCCC1>[C:1]([O:4][C@H:5]1[C@H:10]([O:11][C:12](=[O:14])[CH3:13])[C@@H:9]([CH2:15][O:16][C:17](=[O:19])[CH3:18])[O:8][C@@H:7]([O:20][C@@H:21]2[C@H:30]([O:31][CH2:32][C:33]3[CH:38]=[CH:37][CH:36]=[CH:35][CH:34]=3)[C@@H:29]([O:39][CH2:40][C:41]3[CH:42]=[CH:43][CH:44]=[CH:45][CH:46]=3)[C@H:28]([CH3:47])[O:27][C@H:22]2[OH:23])[C@@H:6]1[NH:48][C:49](=[O:54])[C:50]([Cl:53])([Cl:52])[Cl:51])(=[O:3])[CH3:2]. Reported procedure: 1,5-Cyclooctadiene-bis(methyldiphenylphosphine)iridium hexafluorophosphate (120 mg, 140 μmol) was dissolved tetrahydrofuran (10 mL), and the resulting red solution was degassed in an argon stream. Hydrogen was then bubbled through the solution, causing the colour to change to yellow. The solution was then degassed again in an argon stream. A solution of 317 (1.46 g, 1.75 mmol) in tetrahydrofuran (20 mL) was degassed and added. The mixture was stirred at rt overnight. The mixture was concentrated... Reactants: O=C([O-])[O-], CS(C)=O, [K+], [K+], O=C1c2cc3ccccc3cc2C(=O)c2c1cccc2[N+](=O)[O-], Oc1ccccc1. The product is O=C1c2cc3ccccc3cc2C(=O)c2c(Oc3ccccc3)cccc21. Reaction SMILES: [C:24](=[O:25])([O-:26])[O-:27].[CH3:37][S:38]([CH3:39])=[O:40].[K+:28].[K+:29].[N+:1]([O-:2])(=[O:3])[c:4]1[cH:5][cH:6][cH:7][c:8]2[c:21]1[C:20](=[O:22])[c:19]1[c:10]([cH:11][c:12]3[cH:13][cH:14][cH:15][cH:16][c:17]3[cH:18]1)[C:9]2=[O:23].[OH:30][c:31]1[cH:32][cH:33][cH:34][cH:35][cH:36]1>>[c:4]1([O:30][c:31]2[cH:32][cH:33][cH:34][cH:35][cH:36]2)[cH:5][cH:6][cH:7][c:8]2[c:21]1[C:20](=[O:22])[c:19]1[c:10]([cH:11][c:12]3[cH:13][cH:14][cH:15][cH:16][c:17]3[cH:18]1)[C:9]2=[O:23]. Starting materials: FC1=CC=C(C=C1)C(C(Br)C1=CC=C(C=C1)SC)=O (1-(4-fluorophenyl)-2-(4-methylthiophenyl)-2-bromoethanone), CC=1SC=C(N1)C(N)=S (2-methylthiazole-4-thiocarboxamide). Yields the product FC1=CC=C(C=C1)C=1N=C(SC1C1=CC=C(C=C1)SC)C=1N=C(SC1)C (4-(4-fluorophenyl)-5-(4-methylthiophenyl)-2-[2-(methyl)-4-thiazolyl]thiazole). Reported procedure: A solution of 1-(4-fluorophenyl)-2-(4-methylthiophenyl)-2-bromoethanone (9.69 g, 28.6 mmol) (Example 1, Step 3) and 2-methylthiazole-4-thiocarboxamide (3.90 g, 24.7 mmol) in 35 mL of acetonitrile and 20 mL of ethanol was heated to reflux for 1 hour. The solution was concentrated in vacuo and the residue was dissolved in ethyl acetate, washed with saturated aqueous NaHCO3, brine, dried over anhydrous MgSO4, filtered and concentrated in vacuo to give a yellow solid. The crude solid was purified by... RXN SMILES: [F:1][C:2]1[CH:7]=[CH:6][C:5]([C:8](=O)[CH:9]([C:11]2[CH:16]=[CH:15][C:14]([S:17][CH3:18])=[CH:13][CH:12]=2)Br)=[CH:4][CH:3]=1.[CH3:20][C:21]1[S:22][CH:23]=[C:24]([C:26](=[S:28])[NH2:27])[N:25]=1>C(#N)C.C(O)C>[F:1][C:2]1[CH:7]=[CH:6][C:5]([C:8]2[N:27]=[C:26]([C:24]3[N:25]=[C:21]([CH3:20])[S:22][CH:23]=3)[S:28][C:9]=2[C:11]2[CH:16]=[CH:15][C:14]([S:17][CH3:18])=[CH:13][CH:12]=2)=[CH:4][CH:3]=1. Yield: 48.7%. The solvent is C(C)#N (acetonitrile), C(C)O (ethanol). Starting materials: ClC(Cl)Cl, O=C(NCc1ccc(S(=O)(=O)Cl)s1)c1ccc(Cl)cc1, Cl, O=C1CCNCC1, [Na+], [OH-], O. Yields the product O=C1CCN(S(=O)(=O)c2ccc(CNC(=O)c3ccc(Cl)cc3)s2)CC1. RXN SMILES: [CH:30]([Cl:31])([Cl:32])[Cl:33].[Cl:1][c:2]1[cH:3][cH:4][c:5]([C:8](=[O:9])[NH:10][CH2:11][c:12]2[cH:13][cH:14][c:15]([S:17](=[O:18])(=[O:19])[Cl:20])[s:16]2)[cH:6][cH:7]1.[ClH:22].[NH:23]1[CH2:24][CH2:25][C:26](=[O:29])[CH2:27][CH2:28]1.[Na+:35].[OH-:34].[OH2:21]>>[Cl:1][c:2]1[cH:3][cH:4][c:5]([C:8](=[O:9])[NH:10][CH2:11][c:12]2[cH:13][cH:14][c:15]([S:17](=[O:18])(=[O:19])[N:23]3[CH2:24][CH2:25][C:26](=[O:29])[CH2:27][CH2:28]3)[s:16]2)[cH:6][cH:7]1.